This data is from the Open Reaction Database (ORD), a public repository of structured organic reaction records. The task is: describe an organic reaction: reactants, conditions, products, and yield Reactants: C(CCC)OC1=C(C=O)C=CC(=C1)C(F)(F)F (2-Butoxy-4-trifluoromethyl-benzaldehyde), C1(=CC=CC=C1)P(C1=CC=CC=C1)(C1=CC=CC=C1)=CC(=O)OC (methyl (triphenylphosphoranylidene)acetate). Solvent: CCOC(=O)C (EtOAc). The product is COC(C=CC1=C(C=C(C=C1)C(F)(F)F)OCCCC)=O (3-(2-butoxy-4-trifluoromethyl-phenyl)-acrylic acid methyl ester). Isolated yield 90.0%. RXN SMILES: [CH2:1]([O:5][C:6]1[CH:13]=[C:12]([C:14]([F:17])([F:16])[F:15])[CH:11]=[CH:10][C:7]=1[CH:8]=O)[CH2:2][CH2:3][CH3:4].C1(P(=[CH:37][C:38]([O:40][CH3:41])=[O:39])(C2C=CC=CC=2)C2C=CC=CC=2)C=CC=CC=1>CCOC(C)=O>[CH3:41][O:40][C:38](=[O:39])[CH:37]=[CH:8][C:7]1[CH:10]=[CH:11][C:12]([C:14]([F:17])([F:16])[F:15])=[CH:13][C:6]=1[O:5][CH2:1][CH2:2][CH2:3][CH3:4]. Procedure: 2-Butoxy-4-trifluoromethyl-benzaldehyde (420 mg) was reacted with methyl (triphenylphosphoranylidene)acetate (679 mg) at 110° C. overnight as described above to yield title compound (464 mg) after column chromatography (Hex/EtOAc=20/1). The reactants are ClC1=C2C=CN3C(C2=CC=C1)=NC(=C3N=O)C (7-chloro-2-methyl-3-nitrosoimidazo[2,1-a]isoquinoline), C(C)(=O)O (acetic acid). The reagents and catalysts are [Zn] (Zinc). The solvent is O (water). Yields the product NC1=C(N=C2N1C=CC1=C(C=CC=C21)Cl)C (3-amino-7-chloro-2-methylimidazo[2,1-a]isoquinoline). Yield: 80.6%. As a reaction SMILES: [Cl:1][C:2]1[CH:11]=[CH:10][CH:9]=[C:8]2[C:3]=1[CH:4]=[CH:5][N:6]1[C:14]([N:15]=O)=[C:13]([CH3:17])[N:12]=[C:7]12.C(O)(=O)C>O.[Zn]>[NH2:15][C:14]1[N:6]2[CH:5]=[CH:4][C:3]3[C:8]([C:7]2=[N:12][C:13]=1[CH3:17])=[CH:9][CH:10]=[CH:11][C:2]=3[Cl:1]. Procedure: Zinc powder (10.2 g) was added portionwise to a mixture of 7-chloro-2-methyl-3-nitrosoimidazo[2,1-a]isoquinoline (7.7 g) and acetic acid (100 ml) in water (77 ml) over a period of 7 hours and then the mixture was filtered by suction. The filtrate was evaporated in vacuo and the residue was extracted with chloroform after an addition of aqueous sodium bicarbonte to it. The extract was washed with water and evaporated in vacuo. The residual solid was washed with ethyl acetate and dried in a desicc... Reactants: NCP(OCC)(OCC)=O (diethyl aminomethylphosphonate), FC(C=1C=CC(=NC1)OC1=CC(=C(C=C1)[N+](=O)[O-])[N+](=O)[O-])(F)F ((5-trifluoromethyl-2-pyridyloxy)-3,4-dinitrobenzene). The solvent is C1(=CC=CC=C1)C (toluene). The product is [N+](=O)([O-])C1=C(C=C(C=C1)OC1=NC=C(C=C1)C(F)(F)F)NCP(OCC)(OCC)=O (Diethyl N-[2-nitro-5-(5-trifluoromethyl-2-pyridyloxy)phenyl]-aminomethylphosphonate). Reaction SMILES: [NH2:1][CH2:2][P:3](=[O:10])([O:7][CH2:8][CH3:9])[O:4][CH2:5][CH3:6].[F:11][C:12]([F:33])([F:32])[C:13]1[CH:14]=[CH:15][C:16]([O:19][C:20]2[CH:25]=[CH:24][C:23]([N+:26]([O-:28])=[O:27])=[C:22]([N+]([O-])=O)[CH:21]=2)=[N:17][CH:18]=1>C1(C)C=CC=CC=1>[N+:26]([C:23]1[CH:22]=[CH:21][C:20]([O:19][C:16]2[CH:15]=[CH:14][C:13]([C:12]([F:33])([F:11])[F:32])=[CH:18][N:17]=2)=[CH:25][C:24]=1[NH:1][CH2:2][P:3](=[O:10])([O:7][CH2:8][CH3:9])[O:4][CH2:5][CH3:6])([O-:28])=[O:27]. Reported procedure: With stirring, 7.6 g (0.045 mole) of diethyl aminomethylphosphonate are added dropwise to a solution of 15 g (0.045 mole) of (5-trifluoromethyl-2-pyridyloxy)-3,4-dinitrobenzene in 50 ml of toluene, and the mixture is heated for 12 hours to reflux. The mixture is then concentrated and the residue is chromatographed over silica gel with a 1:4 mixture of hexane/ethyl acetate, affording 9.8 g (48.7% of theory) of the title compound with a melting point of 74°-76° C. Starting materials: O-(3-trifluorophenylmethyl)hydroxylamine, C1(=CC=CC=C1)CON (O-(phenylmethyl)hydroxylamine), CC(C)(C)C(=O)NC1=NC=2CCC(CC2C(=N1)NC(=O)C(C)(C)C)=O (2,4-di[(1,1-dimethylethyl)carbonylamino]-5,6,7,8-tetrahydro-6-quinazolinone). Product: NC1=NC=2CCC(CC2C(=N1)N)=NOCC1=CC=CC=C1 (2,4-diamino-6-phenylmethoxyimino-5,6,7,8-tetrahydroquinazoline). RXN SMILES: [C:1]1([CH2:7][O:8][NH2:9])[CH:6]=[CH:5][CH:4]=[CH:3][CH:2]=1.CC(C([NH:16][C:17]1[N:26]=[C:25]([NH:27]C(C(C)(C)C)=O)[C:24]2[CH2:23][C:22](=O)[CH2:21][CH2:20][C:19]=2[N:18]=1)=O)(C)C>>[NH2:16][C:17]1[N:26]=[C:25]([NH2:27])[C:24]2[CH2:23][C:22](=[N:9][O:8][CH2:7][C:1]3[CH:6]=[CH:5][CH:4]=[CH:3][CH:2]=3)[CH2:21][CH2:20][C:19]=2[N:18]=1. Reported procedure: When the bridging group n is =NOCH2 --, an appropriately substituted or unsubstituted phenylmethyl chloride, for example, 3-trifluoromethylphenylmethyl chloride, is reacted under basic conditions with N-hydroxyphthalimide in dimethyl sulfoxide, yielding the corresponding N-(phenylmethoxy)phthalimide. The so-prepared phthalimide is in turn reacted with hydrazine monohydrate in ethanol, affording an O-(phenylmethyl)hydroxylamine, for example, O-(3-trifluorophenylmethyl)hydroxylamine. The O-(phenyl...